From a dataset of the Open Reaction Database (ORD), a public repository of structured organic reaction records. describe an organic reaction: reactants, conditions, products, and yield The reactants are CC#N, CCOC(C)=O, Cl, COC(=O)c1cncc(OC(=O)Oc2ccc([N+](=O)[O-])cc2)c1, N#Cc1cccc(CCC2CCNCC2)c1. The product is COC(=O)c1cncc(OC(=O)N2CCC(CCc3cccc(C#N)c3)CC2)c1. Reaction SMILES: [CH3:24][C:25]#[N:26].[CH3:44][CH2:45][O:46][C:47]([CH3:48])=[O:49].[ClH:27].[N+:1]([c:2]1[cH:3][cH:4][c:5]([O:6][C:9](=[O:10])[O:11][c:12]2[cH:13][n:14][cH:15][c:16]([C:17](=[O:18])[O:19][CH3:20])[cH:21]2)[cH:7][cH:8]1)([O-:22])=[O:23].[NH:28]1[CH2:29][CH2:30][CH:31]([CH2:34][CH2:35][c:36]2[cH:37][c:38]([C:39]#[N:40])[cH:41][cH:42][cH:43]2)[CH2:32][CH2:33]1>>[C:9](=[O:10])([O:11][c:12]1[cH:13][n:14][cH:15][c:16]([C:17](=[O:18])[O:19][CH3:20])[cH:21]1)[N:28]1[CH2:29][CH2:30][CH:31]([CH2:34][CH2:35][c:36]2[cH:37][c:38]([C:39]#[N:40])[cH:41][cH:42][cH:43]2)[CH2:32][CH2:33]1. Reactants: OCCCC=1C(=CC(=NC1)C(=O)OC)C(=O)OC (dimethyl 5-(3-hydroxy-propyl)-pyridine-2,4-dicarboxylate), S(=O)(Cl)Cl (thionyl chloride). The solvent is C(Cl)(Cl)Cl (chloroform), C(Cl)(Cl)Cl (chloroform). Run at temperature 0 celsius, time 1 hour. Product: ClCCCC=1C(=CC(=NC1)C(=O)OC)C(=O)OC (dimethyl 5-(3-chloropropyl)-pyridine-2,4-dicarboxylate). Reaction SMILES: O[CH2:2][CH2:3][CH2:4][C:5]1[C:6]([C:15]([O:17][CH3:18])=[O:16])=[CH:7][C:8]([C:11]([O:13][CH3:14])=[O:12])=[N:9][CH:10]=1.S(Cl)([Cl:21])=O>C(Cl)(Cl)Cl>[Cl:21][CH2:2][CH2:3][CH2:4][C:5]1[C:6]([C:15]([O:17][CH3:18])=[O:16])=[CH:7][C:8]([C:11]([O:13][CH3:14])=[O:12])=[N:9][CH:10]=1. Reported procedure: 370 mg of dimethyl 5-(3- hydroxypropyl)-pyridine-2,4-dicarboxylate (from Example 16) are dissolved in 10 ml of chloroform, the solution is cooled to 0° C. and 0.18 ml of thionyl chloride in 2 ml of chloroform are slowly added. The mixture is subsequently stirred at room temperature for one hour and then at 60° C. for one hour. After cooling, the mixture is evaporated and the residue is taken up in chloroform and water; the phases are separated and the organic phase is washed with sodium sulfate ...